Dataset: the Open Reaction Database (ORD), a public repository of structured organic reaction records. Task: describe an organic reaction: reactants, conditions, products, and yield Starting materials: C1CCOC1, C=Cc1nc(N2CCOCC2)cc(C)c1C(=O)NCCCC(C)(C)C, [Na+], [OH-], OO. Yields the product Cc1cc(N2CCOCC2)nc(C(C)O)c1C(=O)NCCCC(C)(C)C. RXN SMILES: [CH2:30]1[O:31][CH2:32][CH2:33][CH2:34]1.[CH3:1][C:2]([CH2:3][CH2:4][CH2:5][NH:6][C:7](=[O:8])[c:9]1[c:10]([CH:22]=[CH2:23])[n:11][c:12]([N:16]2[CH2:17][CH2:18][O:19][CH2:20][CH2:21]2)[cH:13][c:14]1[CH3:15])([CH3:24])[CH3:25].[Na+:27].[OH-:26].[OH:28][OH:29]>>[CH3:1][C:2]([CH2:3][CH2:4][CH2:5][NH:6][C:7](=[O:8])[c:9]1[c:10]([CH:22]([CH3:23])[OH:26])[n:11][c:12]([N:16]2[CH2:17][CH2:18][O:19][CH2:20][CH2:21]2)[cH:13][c:14]1[CH3:15])([CH3:24])[CH3:25]. The product is COC(=O)c1[nH]c2cc(Cl)ccc2c1NCCC(=O)c1ccc(F)cc1. Reactants: ClCCl, CCOC(C)=O, COC(=O)c1c(NCCC(=O)c2ccc(F)cc2)c2ccc(Cl)cc2n1C(=O)OC(C)(C)C. Reaction SMILES: [CH2:34]([Cl:35])[Cl:36].[CH3:37][CH2:38][O:39][C:40](=[O:41])[CH3:42].[F:1][c:2]1[cH:3][cH:4][c:5]([C:6]([CH2:7][CH2:8][NH:9][c:10]2[c:11]([C:27](=[O:28])[O:29][CH3:30])[n:12]([C:20]([O:21][C:22]([CH3:23])([CH3:24])[CH3:25])=[O:26])[c:13]3[cH:14][c:15]([Cl:19])[cH:16][cH:17][c:18]23)=[O:31])[cH:32][cH:33]1>>[F:1][c:2]1[cH:3][cH:4][c:5]([C:6]([CH2:7][CH2:8][NH:9][c:10]2[c:11]([C:27](=[O:28])[O:29][CH3:30])[nH:12][c:13]3[cH:14][c:15]([Cl:19])[cH:16][cH:17][c:18]23)=[O:31])[cH:32][cH:33]1.